This data is from the Open Reaction Database (ORD), a public repository of structured organic reaction records. The task is: describe an organic reaction: reactants, conditions, products, and yield The reactants are CC1=CC=C(S1)N=C=O (5-methyl-2-thienyl isocyanate), CN1CC(=O)N=C1N (creatinine), O (water). Solvent: C1(=CC=CC=C1)C (toluene), CN(C)C=O (DMF). Conditions: temperature 60 celsius, time 6 hour. Product: CC1=CC=C(S1)NC(=O)N=C1N(CC(N1)=O)C (1-(5-Methyl-2-thienyl)-3-(tetrahydro-1-methyl-4-oxo-1H-imidazol-2-ylidene) urea). Isolated yield 74.7%. Reaction SMILES: [CH3:1][N:2]1[C:7]([NH2:8])=[N:6][C:4](=[O:5])[CH2:3]1.[CH3:9][C:10]1[S:14][C:13]([N:15]=[C:16]=[O:17])=[CH:12][CH:11]=1.O>CN(C=O)C.C1(C)C=CC=CC=1>[CH3:9][C:10]1[S:14][C:13]([NH:15][C:16]([N:8]=[C:7]2[NH:6][C:4](=[O:5])[CH2:3][N:2]2[CH3:1])=[O:17])=[CH:12][CH:11]=1. Procedure details: To 1.44 g (12.8 mM) of creatinine in 25 ml of anhydrous DMF was added with stirring 1.78 g (12.8 mM) of 5-methyl-2-thienyl isocyanate in 12 ml of toluene. After 6 hrs. at 60° C., the mixture was cooled, poured into 100 ml of water and filtered. The collected solid was recrystallized twice from ethyl acetate to give 2.4 g of the above urea as a yellow-orange solid, m.p. 207°-209° C. Starting materials: Cc1ccccc1, CC(C)c1ncc(C(=O)N2CCOC3(CCN(C(=O)OC(C)(C)C)CC3)C2)s1, ClCCl, O=C(O)C(F)(F)F. The product is CC(C)c1ncc(C(=O)N2CCOC3(CCNCC3)C2)s1. As a reaction SMILES: [CH3:36][c:37]1[cH:38][cH:39][cH:40][cH:41][cH:42]1.[CH:8]([CH3:9])([CH3:10])[c:11]1[s:12][c:13]([C:16](=[O:17])[N:18]2[CH2:19][CH2:20][O:21][C:22]3([CH2:23]2)[CH2:24][CH2:25][N:26]([C:29]([O:30][C:31]([CH3:32])([CH3:33])[CH3:34])=[O:35])[CH2:27][CH2:28]3)[cH:14][n:15]1.[Cl:43][CH2:44][Cl:45].[OH:1][C:2]([C:3]([F:4])([F:5])[F:6])=[O:7]>>[CH:8]([CH3:9])([CH3:10])[c:11]1[s:12][c:13]([C:16](=[O:17])[N:18]2[CH2:19][CH2:20][O:21][C:22]3([CH2:23]2)[CH2:24][CH2:25][NH:26][CH2:27][CH2:28]3)[cH:14][n:15]1. Reactants: CC(C)(C)OC(=O)NC(CCCc1cccnc1)CCCc1cccnc1, Cl. Product: NC(CCCc1cccnc1)CCCc1cccnc1. RXN SMILES: [CH3:1][C:2]([O:3][C:4](=[O:5])[NH:7][CH:8]([CH2:9][CH2:10][CH2:11][c:12]1[cH:13][n:14][cH:15][cH:16][cH:17]1)[CH2:18][CH2:19][CH2:20][c:21]1[cH:22][n:23][cH:24][cH:25][cH:26]1)([CH3:6])[CH3:27].[ClH:28]>>[NH2:7][CH:8]([CH2:9][CH2:10][CH2:11][c:12]1[cH:13][n:14][cH:15][cH:16][cH:17]1)[CH2:18][CH2:19][CH2:20][c:21]1[cH:22][n:23][cH:24][cH:25][cH:26]1. The reactants are BrCCCCCCCCCCCO (11-bromo-1-undecanol), NC(=S)N (thiourea), BrCCCCC(=O)OC (methyl 5-bromo-pentanoate), ICCCCCCCCCCCCSCCC(=O)OC (Methyl 16-iodo-4-thia-hexadecanoate). Solvent: CS(=O)C (DMSO). Conditions: temperature 80 celsius. The product is thiol, OCCCCCCCCCCCSCCCCC(=O)OC (methyl 17-hydroxy-6-thia-heptadecanoate). Isolated yield 48.0%. As a reaction SMILES: Br[CH2:2][CH2:3][CH2:4][CH2:5][CH2:6][CH2:7][CH2:8][CH2:9][CH2:10][CH2:11][CH2:12][OH:13].N[C:15](N)=[S:16].BrC[CH2:20][CH2:21][CH2:22][C:23]([O:25][CH3:26])=[O:24].ICCCCCCCCCCCCSCCC(OC)=O>CS(C)=O>[OH:13][CH2:12][CH2:11][CH2:10][CH2:9][CH2:8][CH2:7][CH2:6][CH2:5][CH2:4][CH2:3][CH2:2][S:16][CH2:15][CH2:20][CH2:21][CH2:22][C:23]([O:25][CH3:26])=[O:24]. Procedure: To a solution of 11-bromo-1-undecanol (10 g, 40 mmol) in DMSO (80 mL) was added thiourea (3.64 g, 48 mmol), and the mixture was allowed to react at room temperature for 21 hr. The mixture was extracted twice with hexane (20 mL) to remove the unreacted bromo alcohol. To the DMSO fraction was added 2N KOH (50 mL) and the mixture was heated at 80° C. for 5 min, releasing the thiol 11-mercapto-undecanol. The mixture was acidified (HCl) and extracted twice with ether (40 ml). The combined ether phase...